Dataset: the Open Reaction Database (ORD), a public repository of structured organic reaction records. Task: describe an organic reaction: reactants, conditions, products, and yield The reactants are ClCS(=O)(=O)NC1=C(C=C(C(=C1)N=C=O)F)Cl (1-chloro-N-(2-chloro-4-fluoro-5-isocyanatophenyl)methanesulfonamide), O[C@@H]1C[C@@H](NCC1)C(=O)OC (methyl cis-4-hydroxy-2-piperidinecarboxylate). The solvent is ClCCl (dichloromethane), ClCCl (dichloromethane). Reaction conditions: time 20 hour. The product is ClCS(=O)(=O)NC1=C(C=C(C(=C1)N1C(N2C(CC(CC2)O)C1=O)=O)F)Cl (1-chloro-N-[2-chloro-4-fluoro-5-(hexahydro-7-hydroxy-1,3-dioxoimidazo[1,5-a]pyridin-2(3H)-yl)phenyl]methanesulfonamide). Reaction SMILES: [Cl:1][CH2:2][S:3]([NH:6][C:7]1[CH:12]=[C:11]([N:13]=[C:14]=[O:15])[C:10]([F:16])=[CH:9][C:8]=1[Cl:17])(=[O:5])=[O:4].[OH:18][C@H:19]1[CH2:24][CH2:23][NH:22][C@@H:21]([C:25](OC)=[O:26])[CH2:20]1>ClCCl>[Cl:1][CH2:2][S:3]([NH:6][C:7]1[CH:12]=[C:11]([N:13]2[C:25](=[O:26])[CH:21]3[CH2:20][CH:19]([OH:18])[CH2:24][CH2:23][N:22]3[C:14]2=[O:15])[C:10]([F:16])=[CH:9][C:8]=1[Cl:17])(=[O:4])=[O:5]. Procedure details: To a solution of the title compound of Example 1, Step E (4.54 g, 15.2 mmol) in dichloromethane (20 mL) was added dropwise a solution of methyl cis-4-hydroxy-2-piperidinecarboxylate (2.41 g, 15.2 mmol, prepared as described in J. Org. Chem. (1991), 4084) in dichloromethane (20 mL) at room temperature. The reaction was stirred at room temperature for 20 hours, quenched by the addition of water, and the aqueous layer was extracted with dichloromethane. The combined organic layers were washed with ... Starting materials: O=C([O-])O, C=Cc1ccccc1, [Mn+2], NC(N)=O, [Na+], O, OO, O=S(=O)([O-])[O-]. The product is c1ccc(C2CO2)cc1. Reaction SMILES: [C:13](=[O:14])([OH:15])[O-:16].[CH2:1]=[CH:2][c:3]1[cH:4][cH:5][cH:6][cH:7][cH:8]1.[Mn+2:26].[NH2:9][C:10]([NH2:11])=[O:12].[Na+:17].[OH2:20].[OH:18][OH:19].[S:21]([O-:22])([O-:23])(=[O:24])=[O:25]>>[CH2:1]1[CH:2]([c:3]2[cH:4][cH:5][cH:6][cH:7][cH:8]2)[O:12]1. The reactants are BrC=1C(=NC=C(N1)Cl)NC=1C=NC(=CC1)OC (3-bromo-5-chloro-N-(6-methoxypyridin-3-yl)pyrazin-2-amine), [F-].[Cs+] (cesium fluoride), CC1=NC(=CC(=N1)SC)[Sn](CCCC)(CCCC)CCCC (2-methyl-4-(methylthio)-6-(tributylstannyl)pyrimidine). The reagents and catalysts are [Cu]I (copper (I) iodide), C=1C=CC(=CC1)[P](C=2C=CC=CC2)(C=3C=CC=CC3)[Pd]([P](C=4C=CC=CC4)(C=5C=CC=CC5)C=6C=CC=CC6)([P](C=7C=CC=CC7)(C=8C=CC=CC8)C=9C=CC=CC9)[P](C=1C=CC=CC1)(C=1C=CC=CC1)C=1C=CC=CC1 (tetrakis(triphenylphosphine)palladium(0)). Solvent: O1CCOCC1 (dioxane), O (water). Reaction conditions: temperature 140 celsius. Yields the product ClC=1N=C(C(=NC1)NC=1C=NC(=CC1)OC)C1=NC(=NC(=C1)SC)C (5-chloro-N-(6-methoxypyridin-3-yl)-3-(2-methyl-6-(methylthio)pyrimidin-4-yl)pyrazin-2-amine). The yield is 73.0%. Reaction SMILES: Br[C:2]1[C:3]([NH:9][C:10]2[CH:11]=[N:12][C:13]([O:16][CH3:17])=[CH:14][CH:15]=2)=[N:4][CH:5]=[C:6]([Cl:8])[N:7]=1.[F-].[Cs+].[CH3:20][C:21]1[N:26]=[C:25]([S:27][CH3:28])[CH:24]=[C:23]([Sn](CCCC)(CCCC)CCCC)[N:22]=1>O1CCOCC1.O.[Cu]I.C1C=CC([P]([Pd]([P](C2C=CC=CC=2)(C2C=CC=CC=2)C2C=CC=CC=2)([P](C2C=CC=CC=2)(C2C=CC=CC=2)C2C=CC=CC=2)[P](C2C=CC=CC=2)(C2C=CC=CC=2)C2C=CC=CC=2)(C2C=CC=CC=2)C2C=CC=CC=2)=CC=1>[Cl:8][C:6]1[N:7]=[C:2]([C:23]2[CH:24]=[C:25]([S:27][CH3:28])[N:26]=[C:21]([CH3:20])[N:22]=2)[C:3]([NH:9][C:10]2[CH:11]=[N:12][C:13]([O:16][CH3:17])=[CH:14][CH:15]=2)=[N:4][CH:5]=1 |f:1.2,^1:54,56,75,94|. Procedure: A glass microwave reaction vessel was charged with 3-bromo-5-chloro-N-(6-methoxypyridin-3-yl)pyrazin-2-amine (83 mg, 0.263 mmol), copper (I) iodide (10 mg, 0.053 mmol, Aldrich), cesium fluoride (80 mg, 0.526 mmol, Alfa Aesar), tetrakis(triphenylphosphine)palladium(0) (30.4 mg, 0.026 mmol) and 2-methyl-4-(methylthio)-6-(tributylstannyl)pyrimidine (113 mg, 0.263 mmol) in dioxane (2 mL). The reaction mixture was stirred and heated in a Emrys Optimizer microwave reactor (Personal Chemistry, Biotage ... Reactants: O\N=C(/C(=O)OCC)\C(C)=O (Ethvl (Z)-2-hydroxyimino-3-oxobutyrate), C[C@@H]1[C@@H](CCCC1)O (cis-2-methylcyclohexan-1-ol). Yields the product C[C@H]1[C@@H](CCCC1)O\N=C(/C(=O)OCC)\C(C)=O (Ethyl (Z)-2-(trans-2-methylcyclohexyloxy-imino)-3-oxobutyrate). Reaction SMILES: [OH:1]/[N:2]=[C:3](/[C:9](=[O:11])[CH3:10])\[C:4]([O:6][CH2:7][CH3:8])=[O:5].[CH3:12][C@H:13]1[CH2:18][CH2:17][CH2:16][CH2:15][C@H:14]1O>>[CH3:12][C@@H:13]1[CH2:18][CH2:17][CH2:16][CH2:15][C@H:14]1[O:1]/[N:2]=[C:3](/[C:9](=[O:11])[CH3:10])\[C:4]([O:6][CH2:7][CH3:8])=[O:5]. Procedure: Ethvl (Z)-2-hydroxyimino-3-oxobutyrate (1.59 g) was alkylated with cis-2-methylcyclohexan-1-ol (1.71 g) as described in Example 4, method 3. The pure title compound was otained as a pale yellow oil (0.506 g). (Found: M+, 256.1552. C13H21NO4 requires M 256.1549); νmax (film) 1745, 1695 and 1595 cm-1 ; δH (CDCl3) 1.02 (3H, d, J 6 Hz), 1.35 (3H, t, J 7 Hz), ca 1.2-2.3 (9H, m), 2.40 (3H, s), 3.95 (1H, m) and 4.42 (2H, q, J 7 Hz). Reactants: N(=O)OS(O)(=O)=O (nitrosylsulfuric acid), N(=O)[O-].[Na+] (sodium nitrite), S(O)(O)(=O)=O (sulfuric acid), NC1=C(C=C2C(OC(C2=C1)(F)F)(F)F)Cl (6-amino-5-chloro-1,1,3,3-tetrafluoro-1,3-dihydroisobenzofuran), stannous chloride anhydride, [OH-].[Na+] (sodium hydroxide), Cl (hydrochloric acid). Solvent: C(C)(=O)O (acetic acid). Reaction conditions: temperature 0 celsius. Yields the product ClC=1C=C2C(OC(C2=CC1NN)(F)F)(F)F (5-chloro-1,1,3,3-tetrafluoro-1,3-dihydroisobenzofuran-6-yl-hydrazine). As a reaction SMILES: [NH2:1][C:2]1[CH:10]=[C:9]2[C:5]([C:6]([F:14])([F:13])[O:7][C:8]2([F:12])[F:11])=[CH:4][C:3]=1[Cl:15].[N:16](OS(=O)(=O)O)=O.N([O-])=O.[Na+].S(=O)(=O)(O)O.Cl.[OH-].[Na+]>C(O)(=O)C>[Cl:15][C:3]1[CH:4]=[C:5]2[C:9](=[CH:10][C:2]=1[NH:1][NH2:16])[C:8]([F:11])([F:12])[O:7][C:6]2([F:14])[F:13] |f:2.3,6.7|. Procedure: To a solution wherein 6-amino-5-chloro-1,1,3,3-tetrafluoro-1,3-dihydroisobenzofuran (2.41 g, 10.0 mmol) is in acetic acid (30 ml), a nitrosylsulfuric acid solution prepared from sodium nitrite (760 mg, 11.0 mmol) and concentrated sulfuric acid (5.5 ml) was added dropwise at 10 to 15° C. over a period of about 10 minutes. The reaction solution was then added dropwise into a solution consisting of stannous chloride anhydride (9.5 g) and concentrated hydrochloric acid (8 ml) under vigorous stirring... RXN SMILES: Br[CH:2]([C:8]1[CH:13]=[CH:12][CH:11]=[CH:10][CH:9]=1)[C:3]([O:5]CC)=[O:4].[F:14][C:15]([F:25])([F:24])[O:16][C:17]1[CH:18]=[C:19]([CH:21]=[CH:22][CH:23]=1)[NH2:20].CCN(C(C)C)C(C)C.O.[OH-].[Li+].[ClH:38]>C(#N)C.O1CCOCC1.O>[ClH:38].[C:8]1([CH:2]([NH:20][C:19]2[CH:21]=[CH:22][CH:23]=[C:17]([O:16][C:15]([F:14])([F:24])[F:25])[CH:18]=2)[C:3]([OH:5])=[O:4])[CH:9]=[CH:10][CH:11]=[CH:12][CH:13]=1 |f:3.4.5,10.11|. The reactants are Intermediate 188, O.[OH-].[Li+] (lithium hydroxide hydrate), Cl (HCl), BrC(C(=O)OCC)C1=CC=CC=C1 (Ethyl 2-bromo-2-phenylacetate), FC(OC=1C=C(N)C=CC1)(F)F (3-(trifluoromethoxy)aniline), CCN(C(C)C)C(C)C (DIPEA). Procedure: Ethyl 2-bromo-2-phenylacetate (400 mg, 1.64 mmol), 3-(trifluoromethoxy)aniline (0.33 mL, 2.47 mmol), and DIPEA (0.43 mL, 2.47 mmol) are dissolved in acetonitrile (5 mL) and heated under MW irradiation at 100° C. for 1 hour (Conversion complete by UPLC/MS-UV). Water (5 mL) and lithium hydroxide hydrate (207 mg, 4.94 mmol) are directly added and the resulting mixture is stirred at RT for 1 hour. Then 4M HCl in dioxane is added until pH 1, the organic solvents are evaporated and the resulting crude... Run in O (Water), O1CCOCC1 (dioxane), C(C)#N (acetonitrile). Yields the product Cl.C1(=CC=CC=C1)C(C(=O)O)NC1=CC(=CC=C1)OC(F)(F)F (phenyl-(3-trifluoromethoxy-phenylamino)-acetic acid hydrochloride). Reaction conditions: temperature 100 celsius, time 1 hour. Reactants: CC(C)(C)[Si](C)(C)Cl, Cc1ccccc1, CN(C)C=O, O=C1c2ccccc2COc2ccc(O)cc21, c1c[nH]cn1. Yields the product CC(C)(C)[Si](C)(C)Oc1ccc2c(c1)C(=O)c1ccccc1CO2. As a reaction SMILES: [C:23]([CH3:24])([CH3:25])([CH3:26])[Si:27]([Cl:28])([CH3:29])[CH3:30].[CH3:31][c:32]1[cH:33][cH:34][cH:35][cH:36][cH:37]1.[CH3:38][N:39]([CH3:40])[CH:41]=[O:42].[OH:1][c:2]1[cH:3][c:4]2[c:5]([cH:16][cH:17]1)[O:6][CH2:7][c:8]1[c:9]([cH:12][cH:13][cH:14][cH:15]1)[C:10]2=[O:11].[nH:18]1[cH:19][cH:20][n:21][cH:22]1>>[O:1]([c:2]1[cH:3][c:4]2[c:5]([cH:16][cH:17]1)[O:6][CH2:7][c:8]1[c:9]([cH:12][cH:13][cH:14][cH:15]1)[C:10]2=[O:11])[Si:27]([C:23]([CH3:24])([CH3:25])[CH3:26])([CH3:29])[CH3:30]. The reactants are NCCCN1CCC(CC1)C=1C=C(C=CC1)NC(C(C)C)=O (N-{3-[1-(3-aminopropyl)-4-piperidinyl]phenyl}-2-methylpropanamide), CC1=NOC(=C1S(=O)(=O)Cl)C (3,5-dimethyl-4-isoxazolesulfonyl chloride). Run in C1CCOC1 (THF). Yields the product CC1=NOC(=C1S(=O)(=O)NCCCN1CCC(CC1)C=1C=C(C=CC1)NC(C(C)C)=O)C (N-{3-[1-(3-{[(3,5-DIMETHYL-4-ISOXAZOLYL)SULFONYL]AMINO}PROPYL)-4-PIPERIDINYL]PHENYL}-2-METHYLPROPANAMIDE). RXN SMILES: [NH2:1][CH2:2][CH2:3][CH2:4][N:5]1[CH2:10][CH2:9][CH:8]([C:11]2[CH:12]=[C:13]([NH:17][C:18](=[O:22])[CH:19]([CH3:21])[CH3:20])[CH:14]=[CH:15][CH:16]=2)[CH2:7][CH2:6]1.[CH3:23][C:24]1[C:28]([S:29](Cl)(=[O:31])=[O:30])=[C:27]([CH3:33])[O:26][N:25]=1>C1COCC1>[CH3:23][C:24]1[C:28]([S:29]([NH:1][CH2:2][CH2:3][CH2:4][N:5]2[CH2:10][CH2:9][CH:8]([C:11]3[CH:12]=[C:13]([NH:17][C:18](=[O:22])[CH:19]([CH3:20])[CH3:21])[CH:14]=[CH:15][CH:16]=3)[CH2:7][CH2:6]2)(=[O:31])=[O:30])=[C:27]([CH3:33])[O:26][N:25]=1. Procedure details: Prepared by Procedure Q1 (THF) and Scheme AT using N-{3-[1-(3-aminopropyl)-4-piperidinyl]phenyl}-2-methylpropanamide and 3,5-dimethyl-4-isoxazolesulfonyl chloride: ESMS m/e: 463.2 (M+H)+. Starting materials: COC1=CC(=NC=C1)CCC1=NC=2C(=NC=C(C2)I)N1 (2-[2-(4-methoxypyridin-2-yl)ethyl]-6iodo-3H-imidazo[4,5-b]pyridine), COC1=CC(=NC=C1)CCC1=NC=2C(=NC=C(C2)I)N1 (2-[2-(4-methoxypyridin-2-yl)ethyl]-6iodo-3H-imidazo[4,5-b]pyridine), tetrakis(tbiphenylphosphine)-palladium(0), C([O-])([O-])=O.[K+].[K+] (potassium carbonate), [Cl-].[Li+] (lithium chloride), CN(C1=CC=C(C=C1)NS(=O)(=O)C1=CC=C(C=C1)Br)C (N-(4-dimethylamino-phenyl)-4-bromo-benzenesulfonamide), bis-(pinacolato)-diboron, C(C)(=O)[O-].[K+] (potassium acetate). Reagents/catalysts: [CH-]1C=CC=C1.[CH-]1C=CC=C1.[Fe+2] (ferrocene), C1=CC=C(C=C1)P([C-]2C=CC=C2)C3=CC=CC=C3.C1=CC=C(C=C1)P([C-]2C=CC=C2)C3=CC=CC=C3.Cl[Pd]Cl.[Fe+2] ([1,1′-bis(diphenylphosphino)-ferrocene]palladium-dichloride). The solvent is O (water), O (water), O1CCOCC1 (dioxane), O1CCOCC1 (dioxane). Conditions: temperature 90 celsius. Yields the product CN(C1=CC=C(C=C1)NS(=O)(=O)C1=CC=C(C=C1)C=1C=C2C(=NC1)NC(=N2)CCC2=NC=CC(=C2)OC)C (N-(4-Dimethylamino-phenyl)-4-{2-[2-(4-methoxypyridin-2-yl)ethyl]-3H-imidazo-[4.5-b]pyridin-6-yl}benzenesulfonamid). The yield is 15.5%. Reaction SMILES: [CH3:1][N:2]([CH3:20])[C:3]1[CH:8]=[CH:7][C:6]([NH:9][S:10]([C:13]2[CH:18]=[CH:17][C:16](Br)=[CH:15][CH:14]=2)(=[O:12])=[O:11])=[CH:5][CH:4]=1.C([O-])(=O)C.[K+].[CH3:26][O:27][C:28]1[CH:33]=[CH:32][N:31]=[C:30]([CH2:34][CH2:35][C:36]2[NH:45][C:39]3=[N:40][CH:41]=[C:42](I)[CH:43]=[C:38]3[N:37]=2)[CH:29]=1.C(=O)([O-])[O-].[K+].[K+].[Cl-].[Li+]>O1CCOCC1.O.[CH-]1C=CC=C1.[CH-]1C=CC=C1.[Fe+2].C1C=CC(P(C2C=CC=CC=2)[C-]2C=CC=C2)=CC=1.C1C=CC(P(C2C=CC=CC=2)[C-]2C=CC=C2)=CC=1.Cl[Pd]Cl.[Fe+2]>[CH3:1][N:2]([CH3:20])[C:3]1[CH:8]=[CH:7][C:6]([NH:9][S:10]([C:13]2[CH:18]=[CH:17][C:16]([C:42]3[CH:43]=[C:38]4[N:37]=[C:36]([CH2:35][CH2:34][C:30]5[CH:29]=[C:28]([O:27][CH3:26])[CH:33]=[CH:32][N:31]=5)[NH:45][C:39]4=[N:40][CH:41]=3)=[CH:15][CH:14]=2)(=[O:12])=[O:11])=[CH:5][CH:4]=1 |f:1.2,4.5.6,7.8,11.12.13,14.15.16.17|. Reported procedure: A mixture of 0.400 g of N-(4-dimethylamino-phenyl)-4-bromo-benzenesulfonamide, 0.315 g of bis-(pinacolato)-diboron, 0.019 g of 1,1′-bis-diphenylphosphino)-ferrocene, 0.025 g of [1,1′-bis(diphenylphosphino)-ferrocene]palladium-dichloride (complex with CH2Cl2), 0.332 g of potassium acetate in 6 ml of degassed dioxane are heated to 90° C. in a sealed tube under N2 for 17 hours. To the resulting mixture 5 ml of degassed dioxane, 0.278 g of 2[2-(4-methoxypyridin-2-yl)ethyl]-6-iodo-3H-imidazo[4,5-b]py...